From a dataset of the Open Reaction Database (ORD), a public repository of structured organic reaction records. describe an organic reaction: reactants, conditions, products, and yield Reactants: COCOC1=CC=C(C=C1)C(=O)C(O)C1=CC=C(C=C1)OCOC (4,4'-Di(methoxymethoxy)benzoin), C([O-])(O)=O.[Na+] (sodium bicarbonate), Cl (hydrochloric acid), S(=O)(=O)([O-])[O-].[NH4+].[NH4+] (ammonium sulphate). The solvent is O (water), C(C)O (ethanol), O (water), O (water). Reaction conditions: time 45 minute. Yields the product OC1=CC=C(C=C1)C(=O)C(O)C1=CC=C(C=C1)O (4,4'-Dihydroxybenzoin). RXN SMILES: COC[O:4][C:5]1[CH:10]=[CH:9][C:8]([C:11]([CH:13]([C:15]2[CH:20]=[CH:19][C:18]([O:21]COC)=[CH:17][CH:16]=2)[OH:14])=[O:12])=[CH:7][CH:6]=1.Cl.C(=O)(O)[O-].[Na+].S([O-])([O-])(=O)=O.[NH4+].[NH4+]>O.C(O)C>[OH:4][C:5]1[CH:6]=[CH:7][C:8]([C:11]([CH:13]([C:15]2[CH:16]=[CH:17][C:18]([OH:21])=[CH:19][CH:20]=2)[OH:14])=[O:12])=[CH:9][CH:10]=1 |f:2.3,4.5.6|. Procedure: 4,4'-Di(methoxymethoxy)benzoin (26 g) was dissolved in a mixture of water (250 ml) and ethanol (250 ml) at 80°. Concentrated hydrochloric acid (2.6 g) was added, and the solution was stirred at 80° for 45 minutes. Then it was cooled and a solution of sodium bicarbonate (2.6 g) in water (50 ml) was added. The reaction mixture was poured into water (600 ml) saturated with ammonium sulphate, and the resulting mixture was extracted with ether. The ethereal solution was dried over anhydrous MgSO4, an... Starting materials: COC=1C=C(C(=O)NCCC2=CC=C(C=C2)C2=CC=C(C=C2)O)C=C(C1)OC (4-[2-(3,5-dimethoxy-benzamido)-ethyl]-4'-hydroxy-biphenyl), BrC(C(=O)OCC)(C)C (ethyl 2-bromo-2-methyl-propionate). Yields the product CC(C(=O)OCC)(C)OC1=CC=C(C=C1)C1=CC=C(C=C1)CCNC(C1=CC(=CC(=C1)OC)OC)=O (Ethyl 2-methyl-2-{4-[2-(3,5-dimethoxy-benzamido)-ethyl]-biphenyl-4'-oxy}-propionate). Isolated yield 20.0%. Reaction SMILES: [CH3:1][O:2][C:3]1[CH:4]=[C:5]([CH:24]=[C:25]([O:27][CH3:28])[CH:26]=1)[C:6]([NH:8][CH2:9][CH2:10][C:11]1[CH:16]=[CH:15][C:14]([C:17]2[CH:22]=[CH:21][C:20]([OH:23])=[CH:19][CH:18]=2)=[CH:13][CH:12]=1)=[O:7].Br[C:30]([CH3:37])([CH3:36])[C:31]([O:33][CH2:34][CH3:35])=[O:32]>>[CH3:36][C:30]([O:23][C:20]1[CH:21]=[CH:22][C:17]([C:14]2[CH:13]=[CH:12][C:11]([CH2:10][CH2:9][NH:8][C:6](=[O:7])[C:5]3[CH:24]=[C:25]([O:27][CH3:28])[CH:26]=[C:3]([O:2][CH3:1])[CH:4]=3)=[CH:16][CH:15]=2)=[CH:18][CH:19]=1)([CH3:37])[C:31]([O:33][CH2:34][CH3:35])=[O:32]. Procedure details: Ethyl 2-methyl-2-{4-[2-(3,5-dimethoxy-benzamido)-ethyl]-biphenyl-4'-oxy}-propionate was prepared from 4-[2-(3,5-dimethoxy-benzamido)-ethyl]-4'-hydroxy-biphenyl and ethyl 2-bromo-2-methyl-propionate analogous to Example 31. Yield: 20% of theory; m.p. 74° C. Starting materials: O=C(O)c1ccc([N+](=O)[O-])s1, COc1ccc(N)cc1. The reagents and catalysts are CCN=C=NCCCN(C)C.Cl (EDC-HCl), CCN(C(C)C)C(C)C (DIPEA), Oc1cc(Cl)c(Cl)cc1Cl (2,4,5-Trichlorophenol). Run in CN(C)C=O (DMF), CN(C)C=O (DMF), CN(C)C=O (DMF), CN(C)C=O (DMF), CN(C)C=O (DMF), CN(C)C=O (DMF). Reaction conditions: temperature 25 celsius, time 2 hour. The product is COc1ccc(NC(=O)c2ccc([N+](=O)[O-])s2)cc1. Isolated yield 5.4%. Reaction SMILES: COc1ccc(N)cc1.O=C(O)c1ccc([N+](=O)[O-])s1.CCN=C=NCCCN(C)C.Cl.C1=C(C(=CC(=C1Cl)Cl)Cl)[O-].[Na+].CCN(C(C)C)C(C)C.CN(C)C=O>>COc1ccc(NC(=O)c2ccc([N+](=O)[O-])s2)cc1. Starting materials: COC=1C=C2CCCC2=CC1 (5-methoxyindane), II (iodine), resultant suspension. The reagents and catalysts are S(=O)(=O)([O-])[O-].[Ag+2] (silver sulfate). Run in CO (methanol), CO (methanol). Yields the product IC=1C=C2CCCC2=CC1OC (5-iodo-6-methoxyindane). As a reaction SMILES: [I:1]I.[CH3:3][O:4][C:5]1[CH:6]=[C:7]2[C:11](=[CH:12][CH:13]=1)[CH2:10][CH2:9][CH2:8]2>CO.S([O-])([O-])(=O)=O.[Ag+2]>[I:1][C:13]1[CH:12]=[C:11]2[C:7](=[CH:6][C:5]=1[O:4][CH3:3])[CH2:8][CH2:9][CH2:10]2 |f:3.4|. Procedure details: A mixture of silver sulfate (2.10 g; 6.75 mmol) and iodine (1.71 g; 6.75 mmol) in methanol (20 mL) was treated dropwise over 10 min with a solution of 5-methoxyindane (1 g; 6.75 mmol) in methanol (5 mL). The resultant suspension was stirred at room temperature for 3 h. The reaction was filtered and concentrated in vacuo, slurried with EtOAc (20 mL), and filtered again. The filtrate was concentrated and the residue was purified by flash silica gel chromatography (0-15% EtOAc/hexanes gradient) to ... Procedure: Following a procedure analogous to that for the synthesis of Example 106, (3-chlorophenyl)methanamine (750 mg, 5.30 mmol) and butyraldehyde (480 μL, 5.30 mmol) were converted to the title compound (331 mg, 32%). 1H NMR (CDCl3) δ 7.64-7.55 (m, 2H), 7.44-7.33 (m, 2H), 4.02 (s, 2H), 2.84-2.72 (m, 2H), 1.84 (td, J=7.8, 15.8 Hz, 2H), 1.38 (sxt, J=7.5 Hz, 2H), 0.91 (t, J=7.4 Hz, 3H); MS(ESI+) m/z 198.1 (M+H)+. Product: ClC=1C=C(CNCCCC)C=CC1 (N-(3-Chlorobenzyl)butan-1-amine). RXN SMILES: [Cl:1][C:2]1[CH:3]=[C:4]([CH2:8][NH2:9])[CH:5]=[CH:6][CH:7]=1.[CH:10](=O)[CH2:11][CH2:12][CH3:13]>>[Cl:1][C:2]1[CH:3]=[C:4]([CH:5]=[CH:6][CH:7]=1)[CH2:8][NH:9][CH2:10][CH2:11][CH2:12][CH3:13]. Isolated yield 31.6%. Starting materials: ClC=1C=C(C=CC1)CN ((3-chlorophenyl)methanamine), C(CCC)=O (butyraldehyde). Reactants: C1CCOC1, O=[N+]([O-])c1ccc(C(O)C(CO)N2CCC(Cc3ccccc3)CC2)cc1, Oc1ccccc1, c1ccc(P(c2ccccc2)c2ccccc2)cc1. The product is O=[N+]([O-])c1ccc(C(O)C(COc2ccccc2)N2CCC(Cc3ccccc3)CC2)cc1. RXN SMILES: [CH2:54]1[O:55][CH2:56][CH2:57][CH2:58]1.[N+:1](=[O:2])([O-:3])[c:4]1[cH:5][cH:6][c:7]([CH:10]([CH:11]([CH2:12][OH:13])[N:14]2[CH2:15][CH2:16][CH:17]([CH2:20][c:21]3[cH:22][cH:23][cH:24][cH:25][cH:26]3)[CH2:18][CH2:19]2)[OH:27])[cH:8][cH:9]1.[OH:28][c:29]1[cH:30][cH:31][cH:32][cH:33][cH:34]1.[c:35]1([P:36]([c:37]2[cH:38][cH:39][cH:40][cH:41][cH:42]2)[c:43]2[cH:44][cH:45][cH:46][cH:47][cH:48]2)[cH:49][cH:50][cH:51][cH:52][cH:53]1>>[N+:1](=[O:2])([O-:3])[c:4]1[cH:5][cH:6][c:7]([CH:10]([CH:11]([CH2:12][O:13][c:29]2[cH:30][cH:31][cH:32][cH:33][cH:34]2)[N:14]2[CH2:15][CH2:16][CH:17]([CH2:20][c:21]3[cH:22][cH:23][cH:24][cH:25][cH:26]3)[CH2:18][CH2:19]2)[OH:27])[cH:8][cH:9]1. Starting materials: [BH4-], CCO, [Na+], O, O=Cc1cc2c(cc1O)C(Cc1c[nH]cn1)CC2. The product is OCc1cc2c(cc1O)C(Cc1c[nH]cn1)CC2. RXN SMILES: [BH4-:1].[CH3:22][CH2:23][OH:24].[Na+:2].[OH2:21].[OH:3][c:4]1[c:5]([CH:19]=[O:20])[cH:6][c:7]2[c:11]([cH:12]1)[CH:10]([CH2:13][c:14]1[n:15][cH:16][nH:17][cH:18]1)[CH2:9][CH2:8]2>>[OH:3][c:4]1[c:5]([CH2:19][OH:20])[cH:6][c:7]2[c:11]([cH:12]1)[CH:10]([CH2:13][c:14]1[n:15][cH:16][nH:17][cH:18]1)[CH2:9][CH2:8]2. Reactants: ClC1=CC=CC=2NC3=CC=CC=C3SC12 (4-chlorophenothiazine), P(=O)(Cl)(Cl)Cl (phosphorus oxychloride), N1C(CCC1)=O (2-pyrrolidinone). Run in ClCCCl (1,2-dichloroethane), ClCCCl (1,2-dichloroethane). Yields the product ClC1=CC=CC=2N(C3=CC=CC=C3SC12)C=1N(CCC1)C1=NCCC1 (4-CHLORO-10-[1-(1-PYRROLIN-2YL)-2-PYRROLIN-2-YL]PHENOTHIAZINE). The yield is 17.1%. RXN SMILES: [Cl:1][C:2]1[C:15]2[S:14][C:13]3[C:8](=[CH:9][CH:10]=[CH:11][CH:12]=3)[NH:7][C:6]=2[CH:5]=[CH:4][CH:3]=1.[NH:16]1[CH2:20][CH2:19][CH2:18][C:17]1=O.P(Cl)(Cl)(Cl)=O>ClCCCl>[Cl:1][C:2]1[C:15]2[S:14][C:13]3[C:8](=[CH:9][CH:10]=[CH:11][CH:12]=3)[N:7]([C:17]3[N:16]([C:17]4[CH2:18][CH2:19][CH2:20][N:16]=4)[CH2:20][CH2:19][CH:18]=3)[C:6]=2[CH:5]=[CH:4][CH:3]=1. Procedure: A solution of 4-chlorophenothiazine (32.3 g., 0.134 mole) and 2-pyrrolidinone (23 g., 0.27 mole) in 125 ml. of 1,2-dichloroethane is added dropwise to a solution of phosphorus oxychloride (20.5 g., 0.134 mole) in 50 ml. of 1,2-dichloroethane in about 35 min. Isolation of the product from the reaction mixture according to the procedure of Example 1 provides 7.5 g., (17.1% yield) of 4-CHLORO-10-[1-(1-PYRROLIN-2YL)-2-PYRROLIN-2-YL]PHENOTHIAZINE free base, m.p. 195°-197° C. Analytically pure 4-CHLOR...